Dataset: the Open Reaction Database (ORD), a public repository of structured organic reaction records. Task: describe an organic reaction: reactants, conditions, products, and yield The reactants are C(C)OC1=CC=C(C=C1)N1CCC(CC1)C1=CC=C(C=C1)[C@H](C)N ((S)-1-{4-[1-(4-ethoxy-phenyl)-piperidin-4-yl]-phenyl}-ethylamine), TEA, C1=CN(C=N1)C(=O)N2C=CN=C2 (CDI), CN (methylamine). The solvent is CN(C)C=O (DMF). Conditions: temperature 0 celsius, time 30 minute. Yields the product C(C)OC1=CC=C(C=C1)N1CCC(CC1)C1=CC=C(C=C1)[C@H](C)NC(=O)NC ((S)-1-(1-{4-[1-(4-Ethoxy-phenyl)-piperidin-4-yl]-phenyl}-ethyl)-3-methyl-urea). RXN SMILES: [CH2:1]([O:3][C:4]1[CH:9]=[CH:8][C:7]([N:10]2[CH2:15][CH2:14][CH:13]([C:16]3[CH:21]=[CH:20][C:19]([C@@H:22]([NH2:24])[CH3:23])=[CH:18][CH:17]=3)[CH2:12][CH2:11]2)=[CH:6][CH:5]=1)[CH3:2].C1N=C[N:27]([C:30](N2C=NC=C2)=[O:31])[CH:26]=1.CN>CN(C=O)C>[CH2:1]([O:3][C:4]1[CH:5]=[CH:6][C:7]([N:10]2[CH2:11][CH2:12][CH:13]([C:16]3[CH:17]=[CH:18][C:19]([C@@H:22]([NH:24][C:30]([NH:27][CH3:26])=[O:31])[CH3:23])=[CH:20][CH:21]=3)[CH2:14][CH2:15]2)=[CH:8][CH:9]=1)[CH3:2]. Procedure: To 100 mg (0.31 mmol) (S)-1-{4-[1-(4-ethoxy-phenyl)-piperidin-4-yl]-phenyl}-ethylamine (XIII.1) in 2 mL DMF, 87 μL (0.62 mmol) TEA and 52 mg (0.32 mmol) CDI are added at 0° C. and the mixture is stirred for 30 min at 0° C. Subsequently 48 mg (1.54 mmol) methylamine are added and stirring is continued for 1 h at 50° C. The mixture is filtered through basic aluminum oxide and concentrated in vacuo. The residue is purified using reversed phase column chromatography (water+0.15% NH4OH; acetone) and ... Reactants: C(C)C1C(CC(C(C(OC(C2CCCCN2C(C(C2(C(CC(C(C(CC(CC(=C1)C)C)OC)O2)OC)C)O)=O)=O)=O)C(=CC2CC(C(CC2)O[Si](C)(C)C(C)(C)C)OC(C)C)C)C)O[Si](C)(C)C(C)(C)C)=O (17-ethyl-1-hydroxy-14-(tert-butyldimethylsiloxy)-12-[2'-(4"-(tert-butyldimethyl-siloxy)-3"-isopropyloxycyclohexyl)-1'-methylvinyl]-23,25-dimethoxy-13,19,21,27-tetramethyl11,28-dioxa-4-azatricyclo[22.3.1.04,9 ]octacos18-ene-2,3,10,16-tetraone). Run in C(C)#N (acetonitrile), C(C)#N (acetonitrile), C(C)(=O)OCC (ethyl acetate). Reaction conditions: time 5.5 hour. Yields the product C(C)C1C(CC(C(C(OC(C2CCCCN2C(C(C2(C(CC(C(C(CC(CC(=C1)C)C)OC)O2)OC)C)O)=O)=O)=O)C(=CC2CC(C(CC2)O)OC(C)C)C)C)O[Si](C)(C)C(C)(C)C)=O (17-Ethyl-1-hydroxy-14-(tert-butyldimethylsiloxy)-12-[2'-(4"-hydroxy-3"-isopropyloxycyclohexyl)-1'-methylvinyl]-23,25-dimethoxy-13,19,21,27-tetramethyl-11,28-dioxa-4-azatricyclo[22.3.1.04,9 ]octacos-18-ene-2,3,10,16-tetraone). Isolated yield 69.1%. Reaction SMILES: [CH2:1]([CH:3]1[CH:29]=[C:28]([CH3:30])[CH2:27][CH:26]([CH3:31])[CH2:25][CH:24]([O:32][CH3:33])[CH:23]2[O:34][C:19]([OH:38])([CH:20]([CH3:37])[CH2:21][CH:22]2[O:35][CH3:36])[C:18](=[O:39])[C:17](=[O:40])[N:16]2[CH:11]([CH2:12][CH2:13][CH2:14][CH2:15]2)[C:10](=[O:41])[O:9][CH:8]([C:42]([CH3:62])=[CH:43][CH:44]2[CH2:49][CH2:48][CH:47]([O:50][Si](C(C)(C)C)(C)C)[CH:46]([O:58][CH:59]([CH3:61])[CH3:60])[CH2:45]2)[CH:7]([CH3:63])[CH:6]([O:64][Si:65]([C:68]([CH3:71])([CH3:70])[CH3:69])([CH3:67])[CH3:66])[CH2:5][C:4]1=[O:72])[CH3:2]>C(#N)C.C(OCC)(=O)C>[CH2:1]([CH:3]1[CH:29]=[C:28]([CH3:30])[CH2:27][CH:26]([CH3:31])[CH2:25][CH:24]([O:32][CH3:33])[CH:23]2[O:34][C:19]([OH:38])([CH:20]([CH3:37])[CH2:21][CH:22]2[O:35][CH3:36])[C:18](=[O:39])[C:17](=[O:40])[N:16]2[CH:11]([CH2:12][CH2:13][CH2:14][CH2:15]2)[C:10](=[O:41])[O:9][CH:8]([C:42]([CH3:62])=[CH:43][CH:44]2[CH2:49][CH2:48][CH:47]([OH:50])[CH:46]([O:58][CH:59]([CH3:60])[CH3:61])[CH2:45]2)[CH:7]([CH3:63])[CH:6]([O:64][Si:65]([C:68]([CH3:69])([CH3:70])[CH3:71])([CH3:66])[CH3:67])[CH2:5][C:4]1=[O:72])[CH3:2]. Procedure: To a solution of 17-ethyl-1-hydroxy-14-(tert-butyldimethylsiloxy)-12-[2'-(4"-(tert-butyldimethyl-siloxy)-3"-isopropyloxycyclohexyl)-1'-methylvinyl]-23,25-dimethoxy-13,19,21,27-tetramethyl11,28-dioxa-4-azatricyclo[22.3.1.04,9 ]octacos18-ene-2,3,10,16-tetraone (130 mg) in acetonitrile (4 ml) was added a solution of 2% HF in aqueous acetonitrile (70 μl), and the mixture stirred at room temperature. After 5.5 hours, the solution was diluted with ethyl acetate, extracted with saturated sodium bicarbo... The reactants are O1C(OCC1)CCCCN1CCC(CC1)C=1C=C(C=CC1)NC(C(C)C)=O (N-(3-{1-[4-(1,3-dioxolan-2-yl)butyl]-4-piperidinyl}phenyl)-2-methylpropanamide), Cl.FC(OC1=CC=C(C=C1)NN)(F)F (1-[4-(trifluoromethoxy)phenyl]hydrazine hydrochloride). Product: CC(C(=O)NC1=CC(=CC=C1)C1CCN(CC1)CCCC1=CNC2=CC=C(C=C12)OC(F)(F)F)C (2-METHYL-N-[3-(1-{3-[5-(TRIFLUOROMETHOXY)-1H-INDOL-3-YL]PROPYL}-4-PIPERIDINYL)PHENYL]PROPANAMIDE). RXN SMILES: O1CCO[CH:2]1[CH2:6][CH2:7][CH2:8][CH2:9][N:10]1[CH2:15][CH2:14][CH:13]([C:16]2[CH:17]=[C:18]([NH:22][C:23](=[O:27])[CH:24]([CH3:26])[CH3:25])[CH:19]=[CH:20][CH:21]=2)[CH2:12][CH2:11]1.Cl.[F:29][C:30]([F:41])([F:40])[O:31][C:32]1[CH:37]=[CH:36][C:35]([NH:38]N)=[CH:34][CH:33]=1>>[CH3:25][CH:24]([CH3:26])[C:23]([NH:22][C:18]1[CH:19]=[CH:20][CH:21]=[C:16]([CH:13]2[CH2:12][CH2:11][N:10]([CH2:9][CH2:8][CH2:7][C:6]3[C:36]4[C:35](=[CH:34][CH:33]=[C:32]([O:31][C:30]([F:41])([F:40])[F:29])[CH:37]=4)[NH:38][CH:2]=3)[CH2:15][CH2:14]2)[CH:17]=1)=[O:27] |f:1.2|. Procedure: Prepared by Procedure H and Scheme S using N-(3-{1-[4-(1,3-dioxolan-2-yl)butyl]-4-piperidinyl}phenyl)-2-methylpropanamide and 1-[4-(trifluoromethoxy)phenyl]hydrazine hydrochloride: ESMS m/e: 488.2 (M+H)+. The reactants are C1(CCCCC1)=O (cyclohexanone), CC=1C=CC(=CC1)S(=O)(=O)O (PTSA), [O-]S(=O)(=O)[O-].[Mg+2] (MgSO4), Cl.Cl.CNC1=C(SC(=C1)C=1C=NNC1)C(=O)N (3-(methylamino)-5-(1H-pyrazol-4-yl)thiophene-2-carboxamide dihydrochloride), C(=O)(O)[O-].[Na+] (NaHCO3), C(=O)(O)[O-].[Na+] (NaHCO3). The solvent is CN(C)C=O (DMF), CCOC(=O)C (EtOAc). Yields the product CN1C2(NC(C3=C1C=C(S3)C=3C=NNC3)=O)CCCCC2 (1′-methyl-6′-(1H-pyrazol-4-yl)-1′H-spiro [cyclohexane-1,2′-thieno[3,2-d]pyrimidin]-4′(3′H)-one). The yield is 16.5%. Reaction SMILES: Cl.Cl.[CH3:3][NH:4][C:5]1[CH:9]=[C:8]([C:10]2[CH:11]=[N:12][NH:13][CH:14]=2)[S:7][C:6]=1[C:15]([NH2:17])=[O:16].C([O-])(O)=O.[Na+].[C:23]1(=O)[CH2:28][CH2:27][CH2:26][CH2:25][CH2:24]1.CC1C=CC(S(O)(=O)=O)=CC=1.[O-]S([O-])(=O)=O.[Mg+2]>CN(C=O)C.CCOC(C)=O>[CH3:3][N:4]1[C:5]2[CH:9]=[C:8]([C:10]3[CH:14]=[N:13][NH:12][CH:11]=3)[S:7][C:6]=2[C:15](=[O:16])[NH:17][C:23]21[CH2:28][CH2:27][CH2:26][CH2:25][CH2:24]2 |f:0.1.2,3.4,7.8|. Reported procedure: A mixture of 3-(methylamino)-5-(1H-pyrazol-4-yl)thiophene-2-carboxamide dihydrochloride (145 mg, 0.491 mmol), saturated aqueous NaHCO3 (50 mL) and EtOAc (50 mL) was shaken well. The organic layer was collected, dried over MgSO4, filtered and concentrated under reduced pressure. This residue was mixed with cyclohexanone (2 mL, 19.3 mmol), PTSA (93 mg, 0.491 mmol), MgSO4 (118 mg, 0.982 mmol) and DMF (2 mL). This mixture was stirred at 80° C. overnight. The mixture was poured into saturated aqueous...